Dataset: the Open Reaction Database (ORD), a public repository of structured organic reaction records. Task: describe an organic reaction: reactants, conditions, products, and yield Reactants: C(C)(=O)O[C@@H]1C[C@@H]2CCC3=C4C(C[C@H]([C@@H](CCCO)C)[C@]4(CC[C@@H]3[C@]2(CC1)C)C)=O (3β-acetoxy-24-hydroxy-5α-chol-8(14)-en-15-one), C1(=CC=C(C=C1)S(=O)(=O)Cl)C (p-toluenesulfonyl chloride). Run in N1=CC=CC=C1 (pyridine), N1=CC=CC=C1 (pyridine). Yields the product C(C)(=O)O[C@@H]1C[C@@H]2CCC3=C4C(C[C@H]([C@@H](CCCOS(=O)(=O)C5=CC=C(C)C=C5)C)[C@]4(CC[C@@H]3[C@]2(CC1)C)C)=O (3β-acetoxy-24-tosyloxy-5α-chol-8(14)-en-15-one). The yield is 71.5%. RXN SMILES: [C:1]([O:4][C@H:5]1[CH2:27][CH2:26][C@@:25]2([CH3:28])[C@@H:7]([CH2:8][CH2:9][C:10]3[C@@H:24]2[CH2:23][CH2:22][C@@:21]2([CH3:29])[C:11]=3[C:12](=[O:30])[CH2:13][C@@H:14]2[C@H:15]([CH3:20])[CH2:16][CH2:17][CH2:18][OH:19])[CH2:6]1)(=[O:3])[CH3:2].[C:31]1([CH3:41])[CH:36]=[CH:35][C:34]([S:37](Cl)(=[O:39])=[O:38])=[CH:33][CH:32]=1>N1C=CC=CC=1>[C:1]([O:4][C@H:5]1[CH2:27][CH2:26][C@@:25]2([CH3:28])[C@@H:7]([CH2:8][CH2:9][C:10]3[C@@H:24]2[CH2:23][CH2:22][C@@:21]2([CH3:29])[C:11]=3[C:12](=[O:30])[CH2:13][C@@H:14]2[C@H:15]([CH3:20])[CH2:16][CH2:17][CH2:18][O:19][S:37]([C:34]2[CH:35]=[CH:36][C:31]([CH3:41])=[CH:32][CH:33]=2)(=[O:39])=[O:38])[CH2:6]1)(=[O:3])[CH3:2]. Reported procedure: A solution of 3β-acetoxy-24-hydroxy-5α-chol-8(14)-en-15-one (400 mg) in dry pyridine (3 ml) and a solution of p-toluenesulfonyl chloride (300 mg) in dry pyridine (2 ml) were cooled in sealed vials in a freezer, combined, and kept at 5° C. in a sealed vial for 24 h. The reaction mixture was poured onto ice and the solid product was collected on a filter and washed with water. Reversed phase HPLC analysis on a Microsorb C18 column (solvent, methanol) indicated the following composition: 3β-acetoxy... The reactants are monohydrate, N([C@@H](CC1=CC=CC=C1)C(=O)N)C (H-MePhe-NH2), hydrobromide salt, CN1CCOCC1 (N-methylmorpholine), N([C@@H](CC(C)C)C(=O)O)C(=O)OC(C)(C)C (Boc-Leu-OH). Solvent: O1CCCC1 (tetrahydrofuran). Yields the product N([C@@H](CC(C)C)C(=O)N([C@@H](CC1=CC=CC=C1)C(=O)N)C)C(=O)OC(C)(C)C (Boc-Leu-MePhe-NH2), Boc-Leu-Mephe-NH2. Yield: 48.0%. Reaction SMILES: [NH:1]([C:10]([O:12][C:13]([CH3:16])([CH3:15])[CH3:14])=[O:11])[C@H:2]([C:7]([OH:9])=O)[CH2:3][CH:4]([CH3:6])[CH3:5].[NH:17]([CH3:29])[C@H:18]([C:26]([NH2:28])=[O:27])[CH2:19][C:20]1[CH:25]=[CH:24][CH:23]=[CH:22][CH:21]=1.CN1CCOCC1>O1CCCC1>[NH:1]([C:10]([O:12][C:13]([CH3:16])([CH3:15])[CH3:14])=[O:11])[C@H:2]([C:7]([N:17]([CH3:29])[C@H:18]([C:26]([NH2:28])=[O:27])[CH2:19][C:20]1[CH:25]=[CH:24][CH:23]=[CH:22][CH:21]=1)=[O:9])[CH2:3][CH:4]([CH3:5])[CH3:6]. Procedure details: Condensation of Boc-Leu-OH (liberated from 5.0 g. of the monohydrate by heating at 45° C. under vacuum) and H-MePhe-NH2 and H-MepheNH2 (mixture of isomers) hydrobromide salt (4.92 g.) and N-methylmorpholine (two 2.31 g. portions) in tetrahydrofuran (50 ml.) for 45 min. at 25° C. and then overnight at room temperature, isolation of the crude product (5.94 g.) by ethyl acetate extraction, and purification by HPLC on silica gel gave Boc-Leu-MePhe-NH2 and Boc-Leu-Mephe-NH2 (mixture of isomers) as a ... Procedure: A solution of 436 mg (1.27 mmol) of benzyl 2-benzyloxy-5-cyanobenzoate, 91 mg (1.40 mmol) of sodium azide, and 68 mg (1.27 mmol) of ammonium chloride in 5 mL of DMF is heated at 120° C. for 24 hrs. The DMF was removed by rotoevaporation, the residue is taken up in water, and acidified. The white precipitate is collected by filtration and dried to give 500 mg of unpurified benzyl 2-benzyloxy-5-(1H-tetrazol-5-yl)benzoate, which is treated with 28% aqueous ammonium hydroxide in 5 mL of MeOH at 85° ... As a reaction SMILES: [CH2:1]([O:8][C:9]1[CH:24]=[CH:23][C:22]([C:25]#[N:26])=[CH:21][C:10]=1[C:11]([O:13][CH2:14][C:15]1[CH:20]=[CH:19][CH:18]=[CH:17][CH:16]=1)=[O:12])[C:2]1[CH:7]=[CH:6][CH:5]=[CH:4][CH:3]=1.[N-:27]=[N+:28]=[N-:29].[Na+].[Cl-].[NH4+]>CN(C=O)C>[CH2:1]([O:8][C:9]1[CH:24]=[CH:23][C:22]([C:25]2[NH:29][N:28]=[N:27][N:26]=2)=[CH:21][C:10]=1[C:11]([O:13][CH2:14][C:15]1[CH:16]=[CH:17][CH:18]=[CH:19][CH:20]=1)=[O:12])[C:2]1[CH:3]=[CH:4][CH:5]=[CH:6][CH:7]=1 |f:1.2,3.4|. Run in CN(C)C=O (DMF). The yield is 101.9%. Reactants: C(C1=CC=CC=C1)OC1=C(C(=O)OCC2=CC=CC=C2)C=C(C=C1)C#N (benzyl 2-benzyloxy-5-cyanobenzoate), [N-]=[N+]=[N-].[Na+] (sodium azide), [Cl-].[NH4+] (ammonium chloride). The product is C(C1=CC=CC=C1)OC1=C(C(=O)OCC2=CC=CC=C2)C=C(C=C1)C1=NN=NN1 (benzyl 2-benzyloxy-5-(1H-tetrazol-5-yl)benzoate). The reactants are CN(C1(CCC(CC1)=O)C1=CC=CC=C1)C (4-(dimethylamino)-4-phenylcyclohexanone), C1(CCCCC1)N (cyclohexylamine), C(C=C)#N (acrylonitrile). The reagents and catalysts are C(C)(=O)O (acetic acid), COC1=CC=C(C=C1)O (4-methoxyphenol). Run in C1(=CC=CC=C1)C (toluol). Run at temperature 90 celsius. Product: CN(C1(CCC(C(C1)CCC#N)=O)C1=CC=CC=C1)C ((±)-3-(5-Dimethylamino-2-oxo-5-phenylcyclohexyl)propionitrile). The yield is 813.7%. As a reaction SMILES: [CH3:1][N:2]([CH3:16])[C:3]1([C:10]2[CH:15]=[CH:14][CH:13]=[CH:12][CH:11]=2)[CH2:8][CH2:7][C:6](=[O:9])[CH2:5][CH2:4]1.[CH:17]1([NH2:23])CCC[CH2:19][CH2:18]1.C(#N)C=C>C1(C)C=CC=CC=1.C(O)(=O)C.COC1C=CC(O)=CC=1>[CH3:1][N:2]([CH3:16])[C:3]1([C:10]2[CH:11]=[CH:12][CH:13]=[CH:14][CH:15]=2)[CH2:8][CH:7]([CH2:19][CH2:18][C:17]#[N:23])[C:6](=[O:9])[CH2:5][CH2:4]1. Procedure details: 4-(dimethylamino)-4-phenylcyclohexanone (2.17 g, 10 mmol) was added to a solution of cyclohexylamine (109 mg, 1 mmol), glacial acetic acid (26 mg, 0.43 mmol) and 4-methoxyphenol (26 mg, 0.21 mmol) in 10 ml of toluol. The mixture was heated to 90° C. (bath temperature) and mixed with acrylonitrile (4 ml, 60.8 mmol) within 2 h. The batch was then heated to 120° C. After 3 h the heating was removed and the batch mixed with 1N NaOH (20 ml) after RT was reached. The mixture obtained was extracted wit...